Dataset: the Open Reaction Database (ORD), a public repository of structured organic reaction records. Task: describe an organic reaction: reactants, conditions, products, and yield Starting materials: ClC1=NC=2N(C(=C1)N1CCOCC1)N=C(C2)C2=C(C=CC=C2)C (5-chloro-2-(2-methyl-phenyl)-7-morpholin-4-yl-pyrazolo[1,5-a]pyrimidine), C([O-])([O-])=O.[K+].[K+] (potassium carbonate), O.NN (hydrazine monohydrate), C(C)O (ethanol). Reaction conditions: temperature 150 celsius, time 20 minute. Product: CC=1C=C(C=NNC2=NC=3N(C(=C2)N2CCOCC2)N=C(C3)C3=C(C=CC=C3)C)C=CC1 (N-(3-Methyl-benzylidene)-N′-{2-(2-methyl-phenyl)-7-morpholin-4-yl-pyrazolo[1,5-a]pyrimidin-5-yl}-hydrazine). Reaction SMILES: Cl[C:2]1[CH:7]=[C:6]([N:8]2[CH2:13][CH2:12][O:11][CH2:10][CH2:9]2)[N:5]2[N:14]=[C:15]([C:17]3[CH:22]=[CH:21][CH:20]=[CH:19][C:18]=3[CH3:23])[CH:16]=[C:4]2[N:3]=1.C(=O)([O-])[O-].[K+].[K+].O.[NH2:31][NH2:32].[CH2:33](O)[CH3:34]>>[CH3:4][C:16]1[CH:15]=[C:17]([CH:18]=[CH:33][CH:34]=1)[CH:22]=[N:31][NH:32][C:2]1[CH:7]=[C:6]([N:8]2[CH2:13][CH2:12][O:11][CH2:10][CH2:9]2)[N:5]2[N:14]=[C:15]([C:17]3[CH:22]=[CH:21][CH:20]=[CH:19][C:18]=3[CH3:23])[CH:16]=[C:4]2[N:3]=1 |f:1.2.3,4.5|. Reported procedure: There was suspended, in ethanol (2 mL), 5-chloro-2-(2-methyl-phenyl)-7-morpholin-4-yl-pyrazolo[1,5-a]pyrimidine (72.1 mg, 0.219 mM) and then potassium carbonate (32.8 mg, 0.241 mM) and hydrazine monohydrate (106 μL, 2.19 mM) were added to the suspension. This suspension was stirred at 150° C. for 20 minutes under the irradiation with microwaves. This reaction liquid was diluted with a saturated aqueous common salt solution and then extracted with ethyl acetate. The extracts thus obtained were co... Procedure details: In a dried vessel, 46 μl (0.35 mMol) 4-fluoro-3-trifluoromethyl-aniline are dissolved in 6 ml toluene and cooled to 10° C. Then 550 μl Me3Al (2 M in toluene; 1.1 mMol) are added via syringe. After 1 h at rt, a solution of 101 mg (0.35 mMol) 6-(pyrimidin-4-yloxy)-benzo[d]isoxazole-3-carboxylic acid ethyl ester in 1.25 ml THF is added and the reaction mixture stirred for 25 min in an oil bath at 110° C. Work up as described in step 1.2 gives the title compound: MS: [M−1]=419; Anal.: C,H,N,F. The solvent is C1(=CC=CC=C1)C (toluene), C1CCOC1 (THF). Reaction conditions: temperature 10 celsius, time 1 hour. The reactants are C[Al](C)C (Me3Al), FC1=C(C=C(N)C=C1)C(F)(F)F (4-fluoro-3-trifluoromethyl-aniline), C(C)OC(=O)C1=NOC2=C1C=CC(=C2)OC2=NC=NC=C2 (6-(pyrimidin-4-yloxy)-benzo[d]isoxazole-3-carboxylic acid ethyl ester). As a reaction SMILES: [F:1][C:2]1[CH:8]=[CH:7][C:5]([NH2:6])=[CH:4][C:3]=1[C:9]([F:12])([F:11])[F:10].C[Al](C)C.C([O:19][C:20]([C:22]1[C:26]2[CH:27]=[CH:28][C:29]([O:31][C:32]3[CH:37]=[CH:36][N:35]=[CH:34][N:33]=3)=[CH:30][C:25]=2[O:24][N:23]=1)=O)C>C1(C)C=CC=CC=1.C1COCC1>[F:1][C:2]1[CH:8]=[CH:7][C:5]([NH:6][C:20]([C:22]2[C:26]3[CH:27]=[CH:28][C:29]([O:31][C:32]4[CH:37]=[CH:36][N:35]=[CH:34][N:33]=4)=[CH:30][C:25]=3[O:24][N:23]=2)=[O:19])=[CH:4][C:3]=1[C:9]([F:10])([F:11])[F:12]. The product is FC1=C(C=C(C=C1)NC(=O)C1=NOC2=C1C=CC(=C2)OC2=NC=NC=C2)C(F)(F)F (6-(Pyrimidin-4-yloxy)-benzo[d]isoxazole-3-carboxylic acid (4-fluoro-3-trifluoromethyl-phenyl)-amide). Starting materials: N1(CCOCC1)CC#C (3-(4-morpholinyl)-1-propyne), FC=1C(=C2/C(/C(NC2=CC1)=O)=C/C1=C(N=CN1)C)I ((Z)-1,3-dihydro-5-fluoro-4-iodo-3-[(4-methyl-1H-imidazol-5-yl)methylene]-2H-indol-2-one), FC=1C(=C2/C(/C(NC2=CC1)=O)=C/C1=C(N=CN1)C)I ((Z)-1,3-dihydro-5-fluoro-4-iodo-3-[(4-methyl-1H-imidazol-5-yl)methylene]-2H-indol-2-one). Reagents/catalysts: C=1C=CC(=CC1)[P](C=2C=CC=CC2)(C=3C=CC=CC3)[Pd]([P](C=4C=CC=CC4)(C=5C=CC=CC5)C=6C=CC=CC6)([P](C=7C=CC=CC7)(C=8C=CC=CC8)C=9C=CC=CC9)[P](C=1C=CC=CC1)(C=1C=CC=CC1)C=1C=CC=CC1 ((Ph3P)4Pd). The solvent is CCN(CC)CC (Et3N), CN(C)C=O (DMF). Yields the product FC=1C(=C2/C(/C(NC2=CC1)=O)=C/C1=C(N=CN1)C)C#CCN1CCOCC1 ((Z)-1,3-dihydro-5-fluoro-3-[(4-methyl-1H-imidazol-5-yl)methylene]-4-[3-(4-morpholinyl)-1-propynyl]-2H-indol-2-one). Reaction SMILES: [N:1]1([CH2:7][C:8]#[CH:9])[CH2:6][CH2:5][O:4][CH2:3][CH2:2]1.[F:10][C:11]1[C:12](I)=[C:13]2[C:17](=[CH:18][CH:19]=1)[NH:16][C:15](=[O:20])/[C:14]/2=[CH:21]\[C:22]1[NH:26][CH:25]=[N:24][C:23]=1[CH3:27]>C1C=CC([P]([Pd]([P](C2C=CC=CC=2)(C2C=CC=CC=2)C2C=CC=CC=2)([P](C2C=CC=CC=2)(C2C=CC=CC=2)C2C=CC=CC=2)[P](C2C=CC=CC=2)(C2C=CC=CC=2)C2C=CC=CC=2)(C2C=CC=CC=2)C2C=CC=CC=2)=CC=1.CN(C=O)C.CCN(CC)CC>[F:10][C:11]1[C:12]([C:9]#[C:8][CH2:7][N:1]2[CH2:6][CH2:5][O:4][CH2:3][CH2:2]2)=[C:13]2[C:17](=[CH:18][CH:19]=1)[NH:16][C:15](=[O:20])/[C:14]/2=[CH:21]\[C:22]1[NH:26][CH:25]=[N:24][C:23]=1[CH3:27] |^1:32,34,53,72|. Procedure: Using Method C above, 3-(4-morpholinyl)-1-propyne (63.6 mg, 0.51 mmol) (prepared according to H. Kano et al., J. Med. Chem. 10:411-418 (1967)) was coupled with (Z)-1,3-dihydro-5-fluoro-4-iodo-3-[(4-methyl-1H-imidazol-5-yl) methylene]-2H-indol-2-one (75 mg, 0.203 mmol) (Starting Material 3 supra) using (Ph3P)4Pd (23.5 mg) and Cul (4 mg) as catalyst in DMF (3 mL) and Et3N (3 mL) as solvent at 80° C. for 18 h to give (Z)-1,3-dihydro-5-fluoro-3-[(4-methyl-1H-imidazol-5-yl)methylene]-4-[3-(4-morpholi... The reactants are COC(=O)Cc1ccccc1Oc1ccc(C)cc1, ClC(Cl)(Cl)Cl, CC(C)(C#N)N=NC(C)(C)C#N, O=C1CCC(=O)N1Br. Product: COC(=O)Cc1ccccc1Oc1ccc(CBr)cc1. As a reaction SMILES: [CH3:1][c:2]1[cH:3][cH:4][c:5]([O:6][c:7]2[c:8]([CH2:13][C:14](=[O:15])[O:16][CH3:17])[cH:9][cH:10][cH:11][cH:12]2)[cH:18][cH:19]1.[Cl:40][C:41]([Cl:42])([Cl:43])[Cl:44].[N:28]#[C:29][C:30]([N:31]=[N:32][C:33]([C:34]#[N:35])([CH3:36])[CH3:37])([CH3:38])[CH3:39].[O:20]=[C:21]1[N:22]([Br:27])[C:23](=[O:24])[CH2:25][CH2:26]1>>[CH2:1]([c:2]1[cH:3][cH:4][c:5]([O:6][c:7]2[c:8]([CH2:13][C:14](=[O:15])[O:16][CH3:17])[cH:9][cH:10][cH:11][cH:12]2)[cH:18][cH:19]1)[Br:27]. Starting materials: N#Cc1ccc2cc([N+](=O)[O-])ccc2n1, CCOC(C)=O, CO, [H][H]. The product is N#Cc1ccc2cc(N)ccc2n1. Reaction SMILES: [C:1](#[N:2])[c:3]1[n:4][c:5]2[cH:6][cH:7][c:8]([N+:13]([O-:14])=[O:15])[cH:9][c:10]2[cH:11][cH:12]1.[CH3:16][CH2:17][O:18][C:19]([CH3:20])=[O:21].[CH3:22][OH:23].[H:24][H:25]>>[C:1](#[N:2])[c:3]1[n:4][c:5]2[cH:6][cH:7][c:8]([NH2:13])[cH:9][c:10]2[cH:11][cH:12]1. Starting materials: ClC1=CC=C(C=C1)C1=C(C=2N(N=C1)C(NN2)=O)C2=CC=C(C=C2)Cl (7,8-bis(4-chlorophenyl)-[1,2,4]triazolo[4,3-b]pyridazin-3(2H)-one), CN(C)C=O (DMF), 1,1-(2-bromoethoxy)-4-chlorobenzene, C(=O)([O-])[O-].[K+].[K+] (K2CO3). Run in C(C)(=O)OCC (ethyl acetate). Run at temperature 70 celsius. Yields the product ClC1=CC=C(OCCN2N=C3N(N=CC(=C3C3=CC=C(C=C3)Cl)C3=CC=C(C=C3)Cl)C2=O)C=C1 (2-(2-(4-Chlorophenoxy)ethyl)-7,8-bis(4-chlorophenyl)-[1,2,4]triazolo[4,3-b]pyridazin-3(2H)-one). Reaction SMILES: [Cl:1][C:2]1[CH:7]=[CH:6][C:5]([C:8]2[CH:13]=[N:12][N:11]3[C:14](=O)[NH:15][N:16]=[C:10]3[C:9]=2[C:18]2[CH:23]=[CH:22][C:21]([Cl:24])=[CH:20][CH:19]=2)=[CH:4][CH:3]=1.[C:25]([O-:28])([O-])=O.[K+].[K+].CN([CH:34]=[O:35])C>C(OCC)(=O)C>[Cl:1][C:2]1[CH:7]=[CH:6][C:5]([O:35][CH2:34][CH2:14][N:15]2[C:25](=[O:28])[N:11]3[N:12]=[CH:13][C:8]([C:5]4[CH:6]=[CH:7][C:2]([Cl:1])=[CH:3][CH:4]=4)=[C:9]([C:18]4[CH:23]=[CH:22][C:21]([Cl:24])=[CH:20][CH:19]=4)[C:10]3=[N:16]2)=[CH:4][CH:3]=1 |f:1.2.3|. Procedure: The solution of 7,8-bis(4-chlorophenyl)-[1,2,4]triazolo[4,3-b]pyridazin-3(2H)-one, (30 mg, 0.084 mmol), prepared as described in Example 1,1-(2-bromoethoxy)-4-chlorobenzene (22 mg, 0.094 mmol) and K2CO3 (18 mg, 0.013 mmol) in DMF (1 ml) was heated at 70° C. for 4 hours. After this time, the solution was cool to RT and diluted with ethyl acetate. The resultant solution was then washed with water. The organic layer was dried over Na2SO4, filtered and concentrated. The crude material was purified b... Reactants: CO, CCOC(C)=O, CC(C)NCCOc1ccc([N+](=O)[O-])cc1NS(C)(=O)=O. Yields the product CC(C)NCCOc1ccc(N)cc1NS(C)(=O)=O. RXN SMILES: [CH3:22][OH:23].[CH3:24][CH2:25][O:26][C:27](=[O:28])[CH3:29].[CH:1]([CH3:2])([CH3:3])[NH:4][CH2:5][CH2:6][O:7][c:8]1[c:9]([NH:10][S:11](=[O:12])(=[O:13])[CH3:14])[cH:15][c:16]([N+:19]([O-:20])=[O:21])[cH:17][cH:18]1>>[CH:1]([CH3:2])([CH3:3])[NH:4][CH2:5][CH2:6][O:7][c:8]1[c:9]([NH:10][S:11](=[O:12])(=[O:13])[CH3:14])[cH:15][c:16]([NH2:19])[cH:17][cH:18]1.